From a dataset of the Open Reaction Database (ORD), a public repository of structured organic reaction records. describe an organic reaction: reactants, conditions, products, and yield Reactants: CC(=O)O[BH-](OC(C)=O)OC(C)=O, CC(=O)O, ClCCl, [Na+], CC(C)(C)OC(=O)N(Cc1ccc2c(c1)OCCO2)C1CCNCC1, O=CCn1c(=O)ccc2cccnc21, O. Product: CC(C)(C)OC(=O)N(Cc1ccc2c(c1)OCCO2)C1CCN(CCn2c(=O)ccc3cccnc32)CC1. RXN SMILES: [C:44]([O:45][BH-:46]([O:47][C:48](=[O:49])[CH3:50])[O:51][C:52](=[O:53])[CH3:54])(=[O:55])[CH3:56].[CH3:40][C:41](=[O:42])[OH:43].[Cl:58][CH2:59][Cl:60].[Na+:57].[O:15]1[CH2:16][CH2:17][O:18][c:19]2[c:20]1[cH:21][cH:22][c:23]([CH2:25][N:26]([C:27]([O:28][C:29]([CH3:30])([CH3:31])[CH3:32])=[O:33])[CH:34]1[CH2:35][CH2:36][NH:37][CH2:38][CH2:39]1)[cH:24]2.[O:1]=[c:2]1[n:3]([CH2:12][CH:13]=[O:14])[c:4]2[n:5][cH:6][cH:7][cH:8][c:9]2[cH:10][cH:11]1.[OH2:61]>>[O:1]=[c:2]1[n:3]([CH2:12][CH2:13][N:37]2[CH2:36][CH2:35][CH:34]([N:26]([CH2:25][c:23]3[cH:22][cH:21][c:20]4[c:19]([cH:24]3)[O:18][CH2:17][CH2:16][O:15]4)[C:27]([O:28][C:29]([CH3:30])([CH3:31])[CH3:32])=[O:33])[CH2:39][CH2:38]2)[c:4]2[n:5][cH:6][cH:7][cH:8][c:9]2[cH:10][cH:11]1. Starting materials: CC(=O)[O-], C#Cc1cccc(Nc2ncnc3cc(OCCOC)c(OCCCl)cc23)c1, Cl, [Cs+], N#N, CN(C)C=O. Yields the product C#Cc1cccc(Nc2ncnc3cc(OCCOC)c(OCCOC(C)=O)cc23)c1. Reaction SMILES: [C:30]([CH3:31])(=[O:32])[O-:33].[Cl:2][CH2:3][CH2:4][O:5][c:6]1[cH:7][c:8]2[c:9]([NH:21][c:22]3[cH:23][c:24]([C:28]#[CH:29])[cH:25][cH:26][cH:27]3)[n:10][cH:11][n:12][c:13]2[cH:14][c:15]1[O:16][CH2:17][CH2:18][O:19][CH3:20].[ClH:1].[Cs+:34].[N:35]#[N:36].[O:37]=[CH:38][N:39]([CH3:40])[CH3:41]>>[CH2:3]([CH2:4][O:5][c:6]1[cH:7][c:8]2[c:9]([NH:21][c:22]3[cH:23][c:24]([C:28]#[CH:29])[cH:25][cH:26][cH:27]3)[n:10][cH:11][n:12][c:13]2[cH:14][c:15]1[O:16][CH2:17][CH2:18][O:19][CH3:20])[O:33][C:30]([CH3:31])=[O:32]. Starting materials: FC(F)(F)c1ccc(C=Cc2nc3cc(Br)ccc3o2)cc1, Cc1ccccc1, [Na+], [Na+], O=C([O-])[O-], C1CCOC1, OB(O)Oc1ccccc1, c1ccc(P(c2ccccc2)(c2ccccc2)[Pd](P(c2ccccc2)(c2ccccc2)c2ccccc2)(P(c2ccccc2)(c2ccccc2)c2ccccc2)P(c2ccccc2)(c2ccccc2)c2ccccc2)cc1. The product is FC(F)(F)c1ccc(C=Cc2nc3cc(-c4ccccc4)ccc3o2)cc1. As a reaction SMILES: [Br:1][c:2]1[cH:3][cH:4][c:5]2[c:6]([n:7][c:8]([CH:10]=[CH:11][c:12]3[cH:13][cH:14][c:15]([C:18]([F:19])([F:20])[F:21])[cH:16][cH:17]3)[o:9]2)[cH:22]1.[CH3:39][c:40]1[cH:41][cH:42][cH:43][cH:44][cH:45]1.[Na+:33].[Na+:34].[O-:35][C:36](=[O:37])[O-:38].[O:123]1[CH2:124][CH2:125][CH2:126][CH2:127]1.[c:23]1([O:29][B:30]([OH:31])[OH:32])[cH:24][cH:25][cH:26][cH:27][cH:28]1.[cH:46]1[cH:47][cH:48][c:49]([P:50]([Pd:51]([P:52]([c:53]2[cH:54][cH:55][cH:56][cH:57][cH:58]2)([c:59]2[cH:60][cH:61][cH:62][cH:63][cH:64]2)[c:65]2[cH:66][cH:67][cH:68][cH:69][cH:70]2)([P:71]([c:72]2[cH:73][cH:74][cH:75][cH:76][cH:77]2)([c:78]2[cH:79][cH:80][cH:81][cH:82][cH:83]2)[c:84]2[cH:85][cH:86][cH:87][cH:88][cH:89]2)[P:90]([c:91]2[cH:92][cH:93][cH:94][cH:95][cH:96]2)([c:97]2[cH:98][cH:99][cH:100][cH:101][cH:102]2)[c:103]2[cH:104][cH:105][cH:106][cH:107][cH:108]2)([c:109]2[cH:110][cH:111][cH:112][cH:113][cH:114]2)[c:115]2[cH:116][cH:117][cH:118][cH:119][cH:120]2)[cH:121][cH:122]1>>[c:2]1(-[c:23]2[cH:24][cH:25][cH:26][cH:27][cH:28]2)[cH:3][cH:4][c:5]2[c:6]([n:7][c:8]([CH:10]=[CH:11][c:12]3[cH:13][cH:14][c:15]([C:18]([F:19])([F:20])[F:21])[cH:16][cH:17]3)[o:9]2)[cH:22]1. Reactants: CC(=O)OC(c1ccccc1)c1ccccc1, O=C([O-])O, CCN(CC)S(=O)(=O)c1cc2ccccc2[nH]1, ClCCl, CS(=O)(=O)O, CC(C)OC(C)C, [Na+]. Yields the product CCN(CC)S(=O)(=O)c1[nH]c2ccccc2c1C(c1ccccc1)c1ccccc1. Reaction SMILES: [C:1]([O:2][CH:5]([c:6]1[cH:7][cH:8][cH:9][cH:10][cH:11]1)[c:12]1[cH:13][cH:14][cH:15][cH:16][cH:17]1)(=[O:3])[CH3:4].[C:40](=[O:41])([OH:42])[O-:43].[CH2:18]([CH3:19])[N:20]([S:21](=[O:22])(=[O:23])[c:24]1[nH:25][c:26]2[cH:27][cH:28][cH:29][cH:30][c:31]2[cH:32]1)[CH2:33][CH3:34].[CH2:52]([Cl:53])[Cl:54].[CH3:35][S:36](=[O:37])(=[O:38])[OH:39].[CH:45]([O:46][CH:47]([CH3:48])[CH3:49])([CH3:50])[CH3:51].[Na+:44]>>[CH:5]([c:6]1[cH:7][cH:8][cH:9][cH:10][cH:11]1)([c:12]1[cH:13][cH:14][cH:15][cH:16][cH:17]1)[c:32]1[c:24]([S:21]([N:20]([CH2:18][CH3:19])[CH2:33][CH3:34])(=[O:22])=[O:23])[nH:25][c:26]2[cH:27][cH:28][cH:29][cH:30][c:31]21. Reactants: C1CSCCN1, CN(C)P(=O)(N(C)C)N(C)C, CC1Cc2c(Cl)c(F)cc3c(=O)c(C(=O)O)cn1c23. Product: CC1Cc2c(N3CCSCC3)c(F)cc3c(=O)c(C(=O)O)cn1c23. Reaction SMILES: [CH2:20]1[CH2:21][S:22][CH2:23][CH2:24][NH:25]1.[CH3:26][N:27]([CH3:28])[P:29](=[O:30])([N:31]([CH3:32])[CH3:33])[N:34]([CH3:35])[CH3:36].[Cl:1][c:2]1[c:3]([F:19])[cH:4][c:5]2[c:6](=[O:18])[c:7]([C:15](=[O:16])[OH:17])[cH:8][n:9]3[c:10]2[c:11]1[CH2:12][CH:13]3[CH3:14]>>[c:2]1([N:25]2[CH2:20][CH2:21][S:22][CH2:23][CH2:24]2)[c:3]([F:19])[cH:4][c:5]2[c:6](=[O:18])[c:7]([C:15](=[O:16])[OH:17])[cH:8][n:9]3[c:10]2[c:11]1[CH2:12][CH:13]3[CH3:14]. Starting materials: ClC1=CC=CC=2N1C=CN2 (5-chloroimidazo[1,2-a]pyridine), C[S-].[Na+] (sodium methanethiolate). The solvent is CN(C=O)C (dimethylformamide). Conditions: temperature 20 celsius, time 1 hour. Product: CSC1=CC=CC=2N1C=CN2 (5-Methylthioimidazo[1,2-a]pyridine). Isolated yield 55.7%. RXN SMILES: Cl[C:2]1[N:7]2[CH:8]=[CH:9][N:10]=[C:6]2[CH:5]=[CH:4][CH:3]=1.[CH3:11][S-:12].[Na+]>CN(C)C=O>[CH3:11][S:12][C:2]1[N:7]2[CH:8]=[CH:9][N:10]=[C:6]2[CH:5]=[CH:4][CH:3]=1 |f:1.2|. Procedure details: Into 100 ml of dimethylformamide are suspended 5 g of 5-chloroimidazo[1,2-a]pyridine and 5 g of sodium methanethiolate and the mixture is stirred at 20° C. for 1 hour. The solvent is evaporated off under reduced pressure and the residue is dissolved in 200 ml of dichloromethane. The mixture is washed with aqueous saturated sodium chloride solution, dried over anhydrous magnesium sulfate and purified by silica-gel column chromatography to give 3 g of the above-identified compound as an oil. Starting materials: COC(=O)Nc1cn2cc(Sc3ccccc3)ccc2n1, CI, CCCCCC, [Li]CCCC, C1CCOC1, O. Product: COC(=O)N(C)c1cn2cc(Sc3ccccc3)ccc2n1. RXN SMILES: [CH3:1][O:2][C:3](=[O:4])[NH:5][c:6]1[n:7][c:8]2[n:9]([cH:10][c:11]([S:14][c:15]3[cH:16][cH:17][cH:18][cH:19][cH:20]3)[cH:12][cH:13]2)[cH:21]1.[CH3:32][I:33].[CH3:34][CH2:35][CH2:36][CH2:37][CH2:38][CH3:39].[Li:27][CH2:28][CH2:29][CH2:30][CH3:31].[O:22]1[CH2:23][CH2:26][CH2:25][CH2:24]1.[OH2:40]>>[CH3:1][O:2][C:3](=[O:4])[N:5]([c:6]1[n:7][c:8]2[n:9]([cH:10][c:11]([S:14][c:15]3[cH:16][cH:17][cH:18][cH:19][cH:20]3)[cH:12][cH:13]2)[cH:21]1)[CH3:23]. Reactants: COC(=O)C1=C(C2=C(N=CN=C2NC2=C(C=C(C=C2)F)OC2CN(CC2)C(COC)=O)S1)C (4-{4-fluoro-2-[1-(2-methoxy-acetyl)-pyrrolidin-3-yloxy]-phenylamino}-5-methyl-thieno[2,3-d]pyrimidine-6-carboxylic acid methyl ester), N (ammonia). Run in CO (methanol). Product: FC1=CC(=C(C=C1)NC=1C2=C(N=CN1)SC(=C2C)C(=O)N)OC2CN(CC2)C(COC)=O (4-{4-Fluoro-2-[1-(2-methoxy-acetyl)-pyrrolidin-3-yloxy]-phenylamino}-5-methyl-thieno[2,3-d]pyrimidine-6-carboxylic acid amide). Reaction SMILES: C[O:2][C:3]([C:5]1[S:32][C:8]2[N:9]=[CH:10][N:11]=[C:12]([NH:13][C:14]3[CH:19]=[CH:18][C:17]([F:20])=[CH:16][C:15]=3[O:21][CH:22]3[CH2:26][CH2:25][N:24]([C:27](=[O:31])[CH2:28][O:29][CH3:30])[CH2:23]3)[C:7]=2[C:6]=1[CH3:33])=O.[NH3:34]>CO>[F:20][C:17]1[CH:18]=[CH:19][C:14]([NH:13][C:12]2[C:7]3[C:6]([CH3:33])=[C:5]([C:3]([NH2:34])=[O:2])[S:32][C:8]=3[N:9]=[CH:10][N:11]=2)=[C:15]([O:21][CH:22]2[CH2:26][CH2:25][N:24]([C:27](=[O:31])[CH2:28][O:29][CH3:30])[CH2:23]2)[CH:16]=1. Procedure details: Prepared analogously to example 1.4 from 4-{4-fluoro-2-[1-(2-methoxy-acetyl)-pyrrolidin-3-yloxy]-phenylamino}-5-methyl-thieno[2,3-d]pyrimidine-6-carboxylic acid methyl ester and ammonia in methanol. Starting materials: 4A, 4A, FC(CCC(=O)O)(F)F (4,4,4-trifluorobutanoic acid), FC(CCCC(=O)OC(C)(C)C)(F)F (tert-butyl 5,5,5-trifluoropentanoate). Product: FC(CCC(=O)OC(C)(C)C)(F)F (tert-Butyl 4,4,4-trifluorobutanoate). As a reaction SMILES: [F:1][C:2]([F:9])([F:8])[CH2:3][CH2:4][C:5]([OH:7])=[O:6].FC(F)(F)CCCC(O[C:18]([CH3:21])([CH3:20])[CH3:19])=O>>[F:1][C:2]([F:9])([F:8])[CH2:3][CH2:4][C:5]([O:7][C:18]([CH3:21])([CH3:20])[CH3:19])=[O:6]. Procedure: Preparation 4A was prepared from 4,4,4-trifluorobutanoic acid (4.99 g, 35.1 mmol) using the general procedure shown for Preparation 1A. Preparation 4A (5.58 g, 80%) was obtained as a colorless oil. 1H NMR (400 MHz, CDCl3) δ ppm 2.47-2.52 (2H, m), 2.37-2.45 (2H, m), 1.46 (9H, s).